This data is from the Open Reaction Database (ORD), a public repository of structured organic reaction records. The task is: describe an organic reaction: reactants, conditions, products, and yield Starting materials: ClCCl, O=C(OO)c1cccc(Cl)c1, CSc1ncc2ccc(-c3cccc(N4CCCS4(=O)=O)c3)n2n1. The product is CS(=O)c1ncc2ccc(-c3cccc(N4CCCS4(=O)=O)c3)n2n1. Reaction SMILES: [CH2:36]([Cl:37])[Cl:38].[Cl:1][c:2]1[cH:3][cH:4][cH:5][c:6]([C:7]([O:8][OH:10])=[O:9])[cH:11]1.[O:12]=[S:13]1(=[O:35])[N:14]([c:18]2[cH:19][c:20](-[c:24]3[cH:25][cH:26][c:27]4[cH:28][n:29][c:30]([S:33][CH3:34])[n:31][n:32]34)[cH:21][cH:22][cH:23]2)[CH2:15][CH2:16][CH2:17]1>>[O:9]=[S:33]([c:30]1[n:29][cH:28][c:27]2[cH:26][cH:25][c:24](-[c:20]3[cH:19][c:18]([N:14]4[S:13](=[O:12])(=[O:35])[CH2:17][CH2:16][CH2:15]4)[cH:23][cH:22][cH:21]3)[n:32]2[n:31]1)[CH3:34].